This data is from the Open Reaction Database (ORD), a public repository of structured organic reaction records. The task is: describe an organic reaction: reactants, conditions, products, and yield Starting materials: Cc1cc(C(=O)O)cc(Cl)n1, CC(=O)c1ccc(N)cc1. The reagents and catalysts are C1CCN(C1)[P+](N2CCCC2)(N3CCCC3)Br.F[P-](F)(F)(F)(F)F (PyBrOP), CCN(C(C)C)C(C)C (DIPEA). Run in CN(C)C=O (DMF), CN(C)C=O (DMF), CN(C)C=O (DMF), CN(C)C=O (DMF), CN(C)C=O (DMF), CN(C)C=O (DMF). Conditions: temperature 25 celsius, time 2 hour. Yields the product CC(=O)c1ccc(NC(=O)c2cc(C)nc(Cl)c2)cc1. Isolated yield 9.1%. Reaction SMILES: CC(=O)c1ccc(N)cc1.Cc1cc(C(=O)O)cc(Cl)n1.C1CCN(C1)[P+](N2CCCC2)(N3CCCC3)Br.F[P-](F)(F)(F)(F)F.CCN(C(C)C)C(C)C.CN(C)C=O>>CC(=O)c1ccc(NC(=O)c2cc(C)nc(Cl)c2)cc1. Reactants: ClC1=CC=C(OC2=CC=C(N)C=C2)C=C1 (4-(4-chlorophenoxy)aniline), C(C)(C)(C)OC(=O)N1[C@@H](C[C@H](C1)CC1=CC=CC=C1)C(=O)O ((2S,4R)-1-(tert-butoxycarbonyl)-4-(benzyl)pyrrolidine-2-carboxylic acid). Yields the product C(C1=CC=CC=C1)[C@@H]1C[C@H](NC1)C(=O)NC1=CC=C(C=C1)OC1=CC=C(C=C1)Cl ((2S,4R)-4-benzyl-N-(4-(4-chlorophenoxy)phenyl)pyrrolidine-2-carboxamide). Yield: 47.0%. RXN SMILES: [Cl:1][C:2]1[CH:15]=[CH:14][C:5]([O:6][C:7]2[CH:13]=[CH:12][C:10]([NH2:11])=[CH:9][CH:8]=2)=[CH:4][CH:3]=1.C(OC([N:23]1[CH2:27][C@H:26]([CH2:28][C:29]2[CH:34]=[CH:33][CH:32]=[CH:31][CH:30]=2)[CH2:25][C@H:24]1[C:35](O)=[O:36])=O)(C)(C)C>>[CH2:28]([C@H:26]1[CH2:27][NH:23][C@H:24]([C:35]([NH:11][C:10]2[CH:12]=[CH:13][C:7]([O:6][C:5]3[CH:14]=[CH:15][C:2]([Cl:1])=[CH:3][CH:4]=3)=[CH:8][CH:9]=2)=[O:36])[CH2:25]1)[C:29]1[CH:34]=[CH:33][CH:32]=[CH:31][CH:30]=1. Reported procedure: Proceeding as in Reference 6, but substituting 4-(4-chlorophenoxy)aniline and (2S,4R)-1-(tert-butoxycarbonyl)-4-(benzyl)pyrrolidine-2-carboxylic acid, gave (2S,4R)-4-benzyl-N-(4-(4-chlorophenoxy)phenyl)pyrrolidine-2-carboxamide (190 mg, 47%). Reaction SMILES: [CH2:47]([CH3:48])[NH:49][C:50](=[O:51])[NH:52][c:53]1[cH:54][cH:55][c:56](-[c:59]2[n:60][c:61]([N:69]3[CH2:70][CH2:71][O:72][CH2:73][CH2:74]3)[c:62]3[c:63]([n:64]2)[CH2:65][NH:66][CH2:67][CH2:68]3)[cH:57][cH:58]1.[CH3:11][N:12]([CH3:13])[CH:14]=[O:15].[CH3:1][c:2]1[n:3][cH:4][c:5]([C:8](=[O:9])[OH:10])[n:6][cH:7]1.[CH3:27][N:28]([CH3:29])[CH2:30][CH2:31][CH2:32][N:33]=[C:34]=[N:35][CH2:36][CH3:37].[CH:38]([N:39]([CH2:40][CH3:41])[CH:42]([CH3:43])[CH3:44])([CH3:45])[CH3:46].[ClH:26].[OH:16][n:17]1[c:18]2[cH:19][cH:20][cH:21][cH:22][c:23]2[n:24][n:25]1>>[CH3:1][c:2]1[n:3][cH:4][c:5]([C:8](=[O:10])[N:66]2[CH2:65][c:63]3[c:62]([c:61]([N:69]4[CH2:70][CH2:71][O:72][CH2:73][CH2:74]4)[n:60][c:59](-[c:56]4[cH:55][cH:54][c:53]([NH:52][C:50]([NH:49][CH2:47][CH3:48])=[O:51])[cH:58][cH:57]4)[n:64]3)[CH2:68][CH2:67]2)[n:6][cH:7]1. Yields the product CCNC(=O)Nc1ccc(-c2nc3c(c(N4CCOCC4)n2)CCN(C(=O)c2cnc(C)cn2)C3)cc1. The reactants are CCNC(=O)Nc1ccc(-c2nc3c(c(N4CCOCC4)n2)CCNC3)cc1, CN(C)C=O, Cc1cnc(C(=O)O)cn1, CCN=C=NCCCN(C)C, CCN(C(C)C)C(C)C, Cl, On1nnc2ccccc21. The product is Cl, N=C(NO)c1ccc(-c2ccc(O)c(C(F)(F)F)c2)o1. The reactants are CO, CO, ClC(Cl)Cl, [Na+], O=C([O-])O, N=C(NO)c1ccc(-c2ccc(O)c(C(F)(F)F)c2)o1. Reaction SMILES: [CH3:26][OH:27].[CH3:32][OH:33].[Cl:28][CH:29]([Cl:30])[Cl:31].[Na+:25].[O-:21][C:22]([OH:23])=[O:24].[OH:1][c:2]1[c:3]([C:17]([F:18])([F:19])[F:20])[cH:4][c:5](-[c:8]2[cH:9][cH:10][c:11]([C:13]([NH:14][OH:15])=[NH:16])[o:12]2)[cH:6][cH:7]1>>[ClH:28].[OH:1][c:2]1[c:3]([C:17]([F:18])([F:19])[F:20])[cH:4][c:5](-[c:8]2[cH:9][cH:10][c:11]([C:13]([NH:14][OH:15])=[NH:16])[o:12]2)[cH:6][cH:7]1. The reactants are CCCC(=O)c1cnc2c(C)cccc2c1Cl, COc1ccc(C)cc1N, C1COCCO1. Yields the product CCCC(=O)c1cnc2c(C)cccc2c1Nc1cc(C)ccc1OC. As a reaction SMILES: [C:1]([CH2:2][CH2:3][CH3:4])(=[O:5])[c:6]1[cH:7][n:8][c:9]2[c:10]([CH3:17])[cH:11][cH:12][cH:13][c:14]2[c:15]1[Cl:16].[CH3:18][O:19][c:20]1[c:21]([NH2:22])[cH:23][c:24]([CH3:27])[cH:25][cH:26]1.[O:28]1[CH2:29][CH2:30][O:31][CH2:32][CH2:33]1>>[C:1]([CH2:2][CH2:3][CH3:4])(=[O:5])[c:6]1[cH:7][n:8][c:9]2[c:10]([CH3:17])[cH:11][cH:12][cH:13][c:14]2[c:15]1[NH:22][c:21]1[c:20]([O:19][CH3:18])[cH:26][cH:25][c:24]([CH3:27])[cH:23]1. The reactants are CC(C)CCO, COC(=O)c1nc(Cl)c(NN)nc1N, COc1cc2nc(Cl)nc(N)c2cc1OC. Product: COC(=O)c1nc(Cl)c(NNc2nc(N)c3cc(OC)c(OC)cc3n2)nc1N. RXN SMILES: [CH2:31]([OH:32])[CH2:33][CH:34]([CH3:35])[CH3:36].[CH3:1][O:2][C:3](=[O:4])[c:5]1[n:6][c:7]([Cl:14])[c:8]([NH:12][NH2:13])[n:9][c:10]1[NH2:11].[NH2:15][c:16]1[n:17][c:18]([Cl:30])[n:19][c:20]2[cH:21][c:22]([O:28][CH3:29])[c:23]([O:26][CH3:27])[cH:24][c:25]12>>[CH3:1][O:2][C:3](=[O:4])[c:5]1[n:6][c:7]([Cl:14])[c:8]([NH:12][NH:13][c:18]2[n:17][c:16]([NH2:15])[c:25]3[c:20]([n:19]2)[cH:21][c:22]([O:28][CH3:29])[c:23]([O:26][CH3:27])[cH:24]3)[n:9][c:10]1[NH2:11]. Starting materials: C(C)[Zn]CC (Diethyl zinc), solution, C1(CC1)C1=CN(C=C1)S(=O)(=O)C1=CC=C(C=C1)C(F)(F)F (3-cyclopropyl-1-(4-(trifluoromethyl)phenylsulfonyl)-1H-pyrrole), BrCC(=O)C(Br)(Br)Br (tetrabromoacetone). Run in CCCCCC (hexane), C1(=CC=CC=C1)C (toluene), CCOC(=O)C (EtOAc). Reaction conditions: time 17 hour. The product is BrC1C2C=C(C(C(C1=O)Br)N2S(=O)(=O)C2=CC=C(C=C2)C(F)(F)F)C2CC2 (2,4-Dibromo-6-cyclopropyl-8-(4-(trifluoromethyl)phenylsulfonyl)-8-azabicyclo[3.2.1]oct-6-en-3-one). The yield is 61.9%. As a reaction SMILES: C([Zn]CC)C.[CH:6]1([C:9]2[CH:13]=[CH:12][N:11]([S:14]([C:17]3[CH:22]=[CH:21][C:20]([C:23]([F:26])([F:25])[F:24])=[CH:19][CH:18]=3)(=[O:16])=[O:15])[CH:10]=2)[CH2:8][CH2:7]1.[Br:27][CH2:28][C:29]([C:31](Br)(Br)[Br:32])=[O:30]>CCCCCC.C1(C)C=CC=CC=1.CCOC(C)=O>[Br:27][CH:28]1[C:29](=[O:30])[CH:31]([Br:32])[CH:10]2[N:11]([S:14]([C:17]3[CH:22]=[CH:21][C:20]([C:23]([F:25])([F:26])[F:24])=[CH:19][CH:18]=3)(=[O:16])=[O:15])[CH:12]1[CH:13]=[C:9]2[CH:6]1[CH2:7][CH2:8]1. Procedure details: Diethyl zinc (18.1 mL, 18.1 mmol of a 1M solution in hexane) was added to a solution of 3-cyclopropyl-1-(4-(trifluoromethyl)phenylsulfonyl)-1H-pyrrole (3.18 g, 10.1 mmol) and tetrabromoacetone (7.53 g, 20.1 mmol) in toluene at −10° C. The reaction mixture was stirred at room temperature for 17 h and was subsequently diluted with EtOAc and washed with saturated aqueous Na2CO3. The organic phase was separated, dried (Na2SO4), filtered, concentrated under vacuum and purified on a silica gel column ... Reactants: BrC1=C2C=CC=NC2=C(C(=N1)C#N)O (5-bromo-8-hydroxy-1,6-naphthyridine-7-carbonitrile), FC1=CC=C(C=C1)CC(=O)NN (2-(4-fluorophenyl)acetic hydrazide), O1CCOCC1 (1,4-dioxane). Run in C(C)(=O)O (acetic acid). Reaction conditions: temperature 200 celsius. The product is BrC1=C2C=CC=NC2=C(C(=N1)C1=NN=C(N1)CC1=CC=C(C=C1)F)O (5-bromo-7-[5-(4-fluorobenzyl)-4H-1,2,4-triazol-3-yl]-1,6-naphthyridin-8-ol). Yield: 21.2%. Reaction SMILES: [Br:1][C:2]1[N:11]=[C:10]([C:12]#[N:13])[C:9]([OH:14])=[C:8]2[C:3]=1[CH:4]=[CH:5][CH:6]=[N:7]2.[F:15][C:16]1[CH:21]=[CH:20][C:19]([CH2:22][C:23]([NH:25][NH2:26])=O)=[CH:18][CH:17]=1.O1CCOCC1>C(O)(=O)C>[Br:1][C:2]1[N:11]=[C:10]([C:12]2[NH:13][C:23]([CH2:22][C:19]3[CH:20]=[CH:21][C:16]([F:15])=[CH:17][CH:18]=3)=[N:25][N:26]=2)[C:9]([OH:14])=[C:8]2[C:3]=1[CH:4]=[CH:5][CH:6]=[N:7]2. Reported procedure: A suspension of 5-bromo-8-hydroxy-1,6-naphthyridine-7-carbonitrile (0.25 g, 9.99 mmol), 2-(4-fluorophenyl)acetic hydrazide (0.34 g, 2 mmol), 1,4-dioxane (2 mL) and acetic acid was heated at 200° C. for 10 minutes in a microwave chamber. The mixture was allowed to cool to room temperature, the precipitate was filtered and washed with dichloromethane. The filtrate was concentrated in vacuo, 1 N sodium hydroxide and ethyl acetate were added and the aqueous layer was washed with ethyl acetate. The a... Reactants: CO, O, CC(C)(C)OC(=O)N1CCSCC1. The product is CC(C)(C)OC(=O)N1CCSC(=O)C1. As a reaction SMILES: [CH3:14][OH:15].[OH2:16].[S:1]1[CH2:2][CH2:3][N:4]([C:7](=[O:8])[O:9][C:10]([CH3:11])([CH3:12])[CH3:13])[CH2:5][CH2:6]1>>[S:1]1[CH2:2][CH2:3][N:4]([C:7](=[O:8])[O:9][C:10]([CH3:11])([CH3:12])[CH3:13])[CH2:5][C:6]1=[O:15].